Task: describe an organic reaction: reactants, conditions, products, and yield. Dataset: the Open Reaction Database (ORD), a public repository of structured organic reaction records The reactants are CCOC(=O)C(=O)OCC, C1CCOC1, [Li]CCCC, COc1cccc(NC(=O)OC(C)(C)C)c1. The product is CCOC(=O)C(=O)c1c(NC(=O)OC(C)(C)C)cccc1OC. Reaction SMILES: [C:22]([C:23](=[O:24])[O:25][CH2:26][CH3:27])(=[O:28])[O:29][CH2:30][CH3:31].[CH2:32]1[O:33][CH2:34][CH2:35][CH2:36]1.[CH3:17][CH2:18][CH2:19][CH2:20][Li:21].[CH3:1][O:2][c:3]1[cH:4][c:5]([NH:9][C:10]([O:11][C:12]([CH3:13])([CH3:14])[CH3:15])=[O:16])[cH:6][cH:7][cH:8]1>>[CH3:1][O:2][c:3]1[c:4]([C:22]([C:23](=[O:24])[O:25][CH2:26][CH3:27])=[O:28])[c:5]([NH:9][C:10]([O:11][C:12]([CH3:13])([CH3:14])[CH3:15])=[O:16])[cH:6][cH:7][cH:8]1. The reactants are solution, B (borane), C1CCOC1 (THF), C1=CC=CC=2C3=CC=CC=C3C(C12)CCCC(=O)O (4- (9H-Fluoren-9-yl)butyric acid), C1CCOC1 (THF). Reaction conditions: time 8 hour. Product: C1(=CC=CC=2C3=CC=CC=C3CC12)CCCCO (4-(9H-Fluoren-yl)butyl alcohol). Yield: 88.0%. RXN SMILES: [CH:1]1[C:13]2[CH:12](CCCC(O)=O)[C:11]3[C:6](=[CH:7][CH:8]=[CH:9][CH:10]=3)[C:5]=2[CH:4]=[CH:3][CH:2]=1.B.[CH2:21]1[CH2:25][O:24][CH2:23][CH2:22]1>>[C:1]1([CH2:25][CH2:21][CH2:22][CH2:23][OH:24])[C:13]2[CH2:5][C:6]3[C:11](=[CH:10][CH:9]=[CH:8][CH:7]=3)[C:12]=2[CH:4]=[CH:3][CH:2]=1. Procedure details: A solution of the acid material 6 (3.50 g; 13.90 mmol) in 30 mL of THF was cooled to 0° C. and treated with 13.90 mL of a 1.0M solution of borane in THF (13.90 mmol). The resulting mixture was stirred overnight, then quenched with saturated ammonium chloride (30 mL). The product was extracted into ethyl acetate, and the organic phase was washed successively with 3% HCl, saturated sodium bicarbonate, and brine. Removal of the solvent furnished the alcohol (2.90 g; 88%), which crystallized to a wa...